Dataset: the Open Reaction Database (ORD), a public repository of structured organic reaction records. Task: describe an organic reaction: reactants, conditions, products, and yield Reactants: CCC(C(O)CC)=O (propioin), C(CC)OCC(CS)S (3-propoxypropane-1,2-dithiol). Product: C(C)C=1SCC(SC1CC)COCCC (5,6-diethyl-2,3-dihydro-2-propoxymethyl-1,4-dithiin). Yield: 42.0%. As a reaction SMILES: [CH3:1][CH2:2][C:3](=O)[CH:4]([CH2:6][CH3:7])O.[CH2:9]([O:12][CH2:13][CH:14]([SH:17])[CH2:15][SH:16])[CH2:10][CH3:11]>>[CH2:2]([C:3]1[S:16][CH2:15][CH:14]([CH2:13][O:12][CH2:9][CH2:10][CH3:11])[S:17][C:4]=1[CH2:6][CH3:7])[CH3:1]. Reported procedure: The method of Example 4 was followed, using propioin (4-hydroxy-3-hexanone) (11.6 g) and 3-propoxypropane-1,2-dithiol (16.6 g) to give 5,6-diethyl-2,3-dihydro-2-propoxymethyl-1,4-dithiin as a greenish oil, b.p. 110°-111.5°/0.2 mm, yield 42%. N.M.R. (CDCl3) 0.8-1.25 δ triplets), 1.6-1.95 δ (complex overlapping signals), 2.75-3.65 δ (complex overlapping signals).